Dataset: the Open Reaction Database (ORD), a public repository of structured organic reaction records. Task: describe an organic reaction: reactants, conditions, products, and yield The reactants are C(C1=CC=CC=C1)OC1=C(C=CC(=C1)C(F)(F)F)/C=C/C(=O)OC(C)(C)C (tert-Butyl (2E)-3-[2-(benzyloxy)-4-(trifluoromethyl)phenyl]acrylate). Reagents/catalysts: [Pd] (palladium on carbon). Solvent: C(C)O (ethanol). Product: OC1=C(C=CC(=C1)C(F)(F)F)CCC(=O)OC(C)(C)C (tert-Butyl 3-[2-hydroxy-4-(trifluoromethyl)phenyl]propanoate). The yield is 89.0%. As a reaction SMILES: C([O:8][C:9]1[CH:14]=[C:13]([C:15]([F:18])([F:17])[F:16])[CH:12]=[CH:11][C:10]=1/[CH:19]=[CH:20]/[C:21]([O:23][C:24]([CH3:27])([CH3:26])[CH3:25])=[O:22])C1C=CC=CC=1>[Pd].C(O)C>[OH:8][C:9]1[CH:14]=[C:13]([C:15]([F:17])([F:18])[F:16])[CH:12]=[CH:11][C:10]=1[CH2:19][CH2:20][C:21]([O:23][C:24]([CH3:27])([CH3:26])[CH3:25])=[O:22]. Procedure details: A mixture of the product from step (iv) (3.25 g) and 10% palladium on carbon (0.325 g) in ethanol (40 ml) was hydrogenated at a pressure of 3.0 bar overnight. The mixture was filtered through celite and the filtrate concentrated under reduced pressure to give a white solid (2.22 g). The reactants are CCCCCCC.C1(=CC=CC=C1)C (Heptane toluene), C1=CC=C2C(=C1)C=CC(=C2C3=C(C=CC4=CC=CC=C43)O)O ((S)-1,1′-bi-2-naphthol), O (water). Reagents/catalysts: CC([O-])C.CC([O-])C.CC([O-])C.CC([O-])C.[Ti+4] (titanium tetraisopropoxide). Reaction conditions: time 10 minute. Yields the product (R)-1-Phenethylamine, CC1(OCC2OC2CO1)C (4,4-dimethyl-3,5,8-trioxabicyclo[5.1.0]octane). Reaction SMILES: [CH3:1][CH2:2][CH2:3]CCCC.C1(C)C=CC=CC=1.C1C=C2C=C[C:23]([OH:36])=[C:24]([C:25]3C4C(=CC=CC=4)C=C[C:26]=3[OH:35])C2=CC=1.[OH2:37]>CC(C)[O-].CC(C)[O-].CC(C)[O-].CC(C)[O-].[Ti+4]>[CH3:1][C:2]1([CH3:3])[O:36][CH2:23][CH:24]2[CH:25]([O:37]2)[CH2:26][O:35]1 |f:0.1,4.5.6.7.8|. Procedure: Heptane-toluene (9:1, volume ratio, 350 ml) was added to (S)-1,1′-bi-2-naphthol (1.89 g), and titanium tetraisopropoxide (Ti(OPri)4, 1.95 ml) was added under a nitrogen atmosphere, which was followed by stirring for 10 min at room temperature. (R)-1-Phenethylamine (compound [2], 85 ml), water (0.5 ml) and 4,4-dimethyl-3,5,8-trioxabicyclo[5.1.0]octane (compound [1′], 100 g) obtained by a known method were successively added with stirring, and the mixture was stirred at 40° C. for 24 hr. Toluene w... The reactants are BrC=1C=C(C=CC1)C1(S(N=C(OC1(C)C)OC)(=O)=O)C (5-(3-bromophenyl)-2-methoxy-5,6,6-trimethyl-5,6-dihydro-1,4,3-oxathiazine 4,4-dioxide), [Si](C)(C)(C(C)(C)C)OCC[C@@H](C1=C(C=CC=C1)F)N ((S)-3-(tert-butyldimethylsilanyloxy)-1-(2-fluorophenyl)propylamine). Run in C(Cl)Cl (methylene chloride). Reaction conditions: time 17 hour. Product: BrC=1C=C(C=CC1)C1(S(N=C(OC1(C)C)N[C@@H](CCO[Si](C)(C)C(C)(C)C)C1=C(C=CC=C1)F)(=O)=O)C ([5-(3-Bromophenyl)-5,6,6-trimethyl-4,4-dioxo-5,6-dihydro-4H-4lambda6-1,4,3-oxathiazin-2-yl]-[(S)-3-(tert-butyldimethylsilanyloxy)-1-(2-fluorophenyl)-propyl]amine). The yield is 64.7%. RXN SMILES: [Br:1][C:2]1[CH:3]=[C:4]([C:8]2([CH3:20])[C:13]([CH3:15])([CH3:14])[O:12][C:11](OC)=[N:10][S:9]2(=[O:19])=[O:18])[CH:5]=[CH:6][CH:7]=1.[Si:21]([O:28][CH2:29][CH2:30][C@H:31]([NH2:39])[C:32]1[CH:37]=[CH:36][CH:35]=[CH:34][C:33]=1[F:38])([C:24]([CH3:27])([CH3:26])[CH3:25])([CH3:23])[CH3:22]>C(Cl)Cl>[Br:1][C:2]1[CH:3]=[C:4]([C:8]2([CH3:20])[C:13]([CH3:15])([CH3:14])[O:12][C:11]([NH:39][C@H:31]([C:32]3[CH:37]=[CH:36][CH:35]=[CH:34][C:33]=3[F:38])[CH2:30][CH2:29][O:28][Si:21]([C:24]([CH3:27])([CH3:26])[CH3:25])([CH3:22])[CH3:23])=[N:10][S:9]2(=[O:19])=[O:18])[CH:5]=[CH:6][CH:7]=1. Procedure details: A solution of 188 mg of 5-(3-bromophenyl)-2-methoxy-5,6,6-trimethyl-5,6-dihydro-1,4,3-oxathiazine 4,4-dioxide and 157 mg of (S)-3-(tert-butyldimethylsilanyloxy)-1-(2-fluorophenyl)propylamine in 2 ml of methylene chloride was stirred at room temperature for 3 hours and the conversion was checked by LCMS. Since no reaction had taken place yet, the solvent was concentrated by rotary evaporation and the residue with addition of 0.25 ml of methylene chloride was stirred at room temperature for 17 hou... The reactants are NC1=NC(=CC(=N1)C1=CC=C(C2=CC=CC=C12)F)C(C)C (2-amino-4-(4-fluoronaphth-1-yl)-6-isopropyl-pyrimidine), BrBr (bromine), C([O-])(O)=O.[Na+] (sodium bicarbonate). The reagents and catalysts are [Fe] (iron). The solvent is C(Cl)(Cl)(Cl)Cl (carbon tetrachloride). Conditions: time 1 hour. Yields the product NC1=NC(=C(C(=N1)C1=CC=C(C2=CC=CC=C12)F)Br)C(C)C (2-amino-5-bromo-4-(4-fluoronaphth-1-yl)-6-isopropyl-pyrimidine). The yield is 56.2%. As a reaction SMILES: [NH2:1][C:2]1[N:7]=[C:6]([C:8]2[C:17]3[C:12](=[CH:13][CH:14]=[CH:15][CH:16]=3)[C:11]([F:18])=[CH:10][CH:9]=2)[CH:5]=[C:4]([CH:19]([CH3:21])[CH3:20])[N:3]=1.[Br:22]Br.C(=O)(O)[O-].[Na+]>C(Cl)(Cl)(Cl)Cl.[Fe]>[NH2:1][C:2]1[N:7]=[C:6]([C:8]2[C:17]3[C:12](=[CH:13][CH:14]=[CH:15][CH:16]=3)[C:11]([F:18])=[CH:10][CH:9]=2)[C:5]([Br:22])=[C:4]([CH:19]([CH3:21])[CH3:20])[N:3]=1 |f:2.3|. Reported procedure: To a solution of 2-amino-4-(4-fluoronaphth-1-yl)-6-isopropyl-pyrimidine (free base, 0.100 g) in carbon tetrachloride (10 mL) was added iron powder (0.002 g) and bromine (0.074 g) at room temperature. The reaction mixture was stirred at room temperature for 1 hour, after which time it was poured into sodium bicarbonate solution (saturated, 30 mL). The layers were separated and the aqueous layer was extracted three times with methylene chloride (3×10 mL). The combined organic layers were evaporate... Starting materials: C(#N)[BH3-].[Na+] (Sodium cyanoborohydride), C(C)S(=O)(=O)C=1C=CC(=NC1)CNC(=O)C=1C=C2C(=NC1)[C@@H](NC2)C(C)C ((S)-N-((5-(ethylsulfonyl)pyridin-2-yl)methyl)-7-isopropyl-6,7-dihydro-5H-pyrrolo[3,4-b]pyridine-3-carboxamide), FC([C@@H]1CC[C@H](CC1)C=O)(F)F (trans-4-(trifluoromethyl)cyclohexane-1-carbaldehyde), C(C)(=O)O (acetic acid). Run in CO (MeOH). Conditions: temperature 70 celsius. Product: C(C)S(=O)(=O)C=1C=CC(=NC1)CNC(=O)C=1C=C2C(=NC1)[C@@H](N(C2)C[C@@H]2CC[C@H](CC2)C(F)(F)F)C(C)C ((S)-N-((5-(ethylsulfonyl)pyridin-2-yl)methyl)-7-isopropyl-6-((trans-4-(trifluoromethyl)cyclohexyl)methyl)-6,7-dihydro-5H-pyrrolo[3,4-b]pyridine-3-carboxamide). Reaction SMILES: [CH2:1]([S:3]([C:6]1[CH:7]=[CH:8][C:9]([CH2:12][NH:13][C:14]([C:16]2[CH:17]=[C:18]3[CH2:24][NH:23][C@@H:22]([CH:25]([CH3:27])[CH3:26])[C:19]3=[N:20][CH:21]=2)=[O:15])=[N:10][CH:11]=1)(=[O:5])=[O:4])[CH3:2].[F:28][C:29]([F:39])([F:38])[C@H:30]1[CH2:35][CH2:34][C@H:33]([CH:36]=O)[CH2:32][CH2:31]1.C(O)(=O)C.C([BH3-])#N.[Na+]>CO>[CH2:1]([S:3]([C:6]1[CH:7]=[CH:8][C:9]([CH2:12][NH:13][C:14]([C:16]2[CH:17]=[C:18]3[CH2:24][N:23]([CH2:36][C@H:33]4[CH2:32][CH2:31][C@H:30]([C:29]([F:28])([F:38])[F:39])[CH2:35][CH2:34]4)[C@@H:22]([CH:25]([CH3:26])[CH3:27])[C:19]3=[N:20][CH:21]=2)=[O:15])=[N:10][CH:11]=1)(=[O:4])=[O:5])[CH3:2] |f:3.4|. Procedure details: To a solution of (S)-N-((5-(ethylsulfonyl)pyridin-2-yl)methyl)-7-isopropyl-6,7-dihydro-5H-pyrrolo[3,4-b]pyridine-3-carboxamide (3.6 g, 9.25 mmol), trans-4-(trifluoromethyl)cyclohexane-1-carbaldehyde (3.3 g, 18.5 mmol) in anhydrous MeOH (100 mL) was added acetic acid dropwise until the pH was between 6 and 7. Sodium cyanoborohydride (1.7 g, 27.75 mmol) was added portionwise at rt. The mixture was heated to 70° C. for 1 h. Upon completion, the reaction mixture was cooled to rt and concentrated und... Starting materials: NC1=C(NC=C1)C(=O)OCC (3-amino-2-ethoxycarbonyl-pyrrole), ClC=1C=CC2=C(NC(=N2)SC2=CC=C(O2)C=O)C1 (5-(6-chloro-1H-benzimidazol-2-ylsulfanyl)-furan-2-carbaldehyde), C1(CC(CCC1)=O)=O (1,3-cyclohexanedione). Run in C(C)O (ethanol). Yields the product C(C)OC(=O)C=1NC=C2C1NC=1CCCC(C1C2C=2OC(=CC2)SC2=NC1=C(N2)C=CC(=C1)Cl)=O (9-[5-(5-chloro-1H-benzimidazol-2-ylsulfanyl)-furan-2-yl]-8-oxo-4,5,6,7,8,9-hexahydro-2H-pyrrolo[3,4-b]quinoline-3-carboxylic acid ethyl ester). Isolated yield 12.6%. RXN SMILES: [NH2:1][C:2]1[CH:6]=[CH:5][NH:4][C:3]=1[C:7]([O:9][CH2:10][CH3:11])=[O:8].[Cl:12][C:13]1[CH:14]=[CH:15][C:16]2[N:20]=[C:19]([S:21][C:22]3[O:26][C:25]([CH:27]=O)=[CH:24][CH:23]=3)[NH:18][C:17]=2[CH:29]=1.[C:30]1(=O)[CH2:35][CH2:34][CH2:33][C:32](=[O:36])[CH2:31]1>C(O)C>[CH2:10]([O:9][C:7]([C:3]1[NH:4][CH:5]=[C:6]2[CH:27]([C:25]3[O:26][C:22]([S:21][C:19]4[NH:20][C:16]5[CH:15]=[CH:14][C:13]([Cl:12])=[CH:29][C:17]=5[N:18]=4)=[CH:23][CH:24]=3)[C:31]3[C:32](=[O:36])[CH2:33][CH2:34][CH2:35][C:30]=3[NH:1][C:2]=12)=[O:8])[CH3:11]. Procedure details: A mixture of 3-amino-2-ethoxycarbonyl-pyrrole (0.276 g 1.79 mmol), 5-(6-chloro-1H-benzimidazol-2-ylsulfanyl)-furan-2-carbaldehyde (0.5 g, 1.79 mmol) and 1,3-cyclohexanedione (0.201 g, 1.79 mmol) in 5 ml of ethanol is heated at reflux temperature for 2 hours. The reaction mixture is then concentrated under reduced pressure and purified on a silica gel column (120 g) eluted with a mixture of dichloromethane and methanol (99/1, v/v). The fractions containing the expected products are concentrated u... Reactants: C([O-])([O-])=O.[K+].[K+] (potassium carbonate), C(C)I (ethyl iodide), OC1=CC=C(C=C1)N1CC(CC1=O)C(=O)OC (Methyl 1-(4-hydroxyphenyl)-5-oxo-3-pyrrolidinecarboxylate). Run in CN(C=O)C (dimethylformamide). Conditions: temperature 80 celsius, time 22 hour. Yields the product C(C)OC1=CC=C(C=C1)N1CC(CC1=O)C(=O)OC (Methyl 1-(4-ethoxyphenyl)-5-oxo-3-pyrrolidinecarboxylate). RXN SMILES: [OH:1][C:2]1[CH:7]=[CH:6][C:5]([N:8]2[C:12](=[O:13])[CH2:11][CH:10]([C:14]([O:16][CH3:17])=[O:15])[CH2:9]2)=[CH:4][CH:3]=1.C(=O)([O-])[O-].[K+].[K+].[CH2:24](I)[CH3:25]>CN(C)C=O>[CH2:24]([O:1][C:2]1[CH:3]=[CH:4][C:5]([N:8]2[C:12](=[O:13])[CH2:11][CH:10]([C:14]([O:16][CH3:17])=[O:15])[CH2:9]2)=[CH:6][CH:7]=1)[CH3:25] |f:1.2.3|. Procedure details: Methyl 1-(4-hydroxyphenyl)-5-oxo-3-pyrrolidinecarboxylate (3.00 g) is dissolved in dimethylformamide (30 ml) and thereto are added potassium carbonate (4.40 g) and ethyl iodide (2.56 ml). The mixture is heated with stirring at 80° C. for 22 hours. The reaction solution is concentrated under reduced pressure and the resulting residue is neutralized by adding thereto water and 1N hydrochloric acid. The precipitated crystal is collected by filtration and washed with water to give the desired produc...